This data is from the Open Reaction Database (ORD), a public repository of structured organic reaction records. The task is: describe an organic reaction: reactants, conditions, products, and yield Starting materials: C(C1=CC=CC=C1)OC=1C=C(C2=C(NC(CO2)=O)C1)C(C(O)OCC)=O (6-benzyloxy-8-(2-ethoxy-2-hydroxy-acetyl)-4H-benzo[1,4]oxazin-3-one), ClC1=CC(=C(C=C1)CC(C)(C)N)C(F)(F)F (2-(4-chloro-2-trifluoromethyl-phenyl)-1,1-dimethyl-ethylamine), FC(C(=O)[O-])(F)F (trifluoroacetate). The product is CC(CC1=C(C=CC=C1)C(F)(F)F)(C)NCC(O)C1=CC(=CC=2NC(COC21)=O)O (8-{2-[1,1-dimethyl-2-(2-trifluoromethyl-phenyl)-ethylamino]-1-hydroxy-ethyl}-6-hydroxy-4H-benzo[1,4]oxazin-3-one). Reaction SMILES: C([O:8][C:9]1[CH:10]=[C:11]([C:20](=[O:26])[CH:21](OCC)O)[C:12]2[O:17][CH2:16][C:15](=[O:18])[NH:14][C:13]=2[CH:19]=1)C1C=CC=CC=1.Cl[C:28]1[CH:33]=[CH:32][C:31]([CH2:34][C:35]([NH2:38])([CH3:37])[CH3:36])=[C:30]([C:39]([F:42])([F:41])[F:40])[CH:29]=1.FC(F)(F)C([O-])=O>>[CH3:37][C:35]([NH:38][CH2:21][CH:20]([C:11]1[C:12]2[O:17][CH2:16][C:15](=[O:18])[NH:14][C:13]=2[CH:19]=[C:9]([OH:8])[CH:10]=1)[OH:26])([CH3:36])[CH2:34][C:31]1[CH:32]=[CH:33][CH:28]=[CH:29][C:30]=1[C:39]([F:40])([F:41])[F:42]. Reported procedure: 357 mg (1 mmol) 6-benzyloxy-8-(2-ethoxy-2-hydroxy-acetyl)-4H-benzo[1,4]oxazin-3-one and 252 mg (1 mmol) 2-(4-chloro-2-trifluoromethyl-phenyl)-1,1-dimethyl-ethylamine are reacted and worked up analogously to the method described for Example 2c). White solid. Yield: 165 mg (31%, trifluoroacetate); mass spectroscopy [M+H]+=425. Reactants: FC(C(=O)NC1=C2C=CCC(C2=CC=C1)(C(=O)O)O)(F)F (5-trifluoroacetamido-1-hydroxynaphthoic acid), C1=CC(=CC=C1[N+](=O)[O-])O (p-nitrophenol), CN(C=O)C (dimethylformamide), S(=O)(Cl)Cl (thionyl chloride). Run in C(C)#N (acetonitrile). The product is FC(C(=O)NC1=C2C=CCC(C2=CC=C1)(C(=O)OC1=CC=C(C=C1)[N+](=O)[O-])O)(F)F (p-nitrophenyl 5-trifluoroacetamido-1-hydroxynaphthoate). Yield: 82.0%. As a reaction SMILES: [F:1][C:2]([F:21])([F:20])[C:3]([NH:5][C:6]1[CH:15]=[CH:14][CH:13]=[C:12]2[C:7]=1[CH:8]=[CH:9][CH2:10][C:11]2([OH:19])[C:16]([OH:18])=[O:17])=[O:4].[CH:22]1[C:27]([N+:28]([O-:30])=[O:29])=[CH:26][CH:25]=[C:24](O)[CH:23]=1.CN(C)C=O.S(Cl)(Cl)=O>C(#N)C>[F:1][C:2]([F:20])([F:21])[C:3]([NH:5][C:6]1[CH:15]=[CH:14][CH:13]=[C:12]2[C:7]=1[CH:8]=[CH:9][CH2:10][C:11]2([OH:19])[C:16]([O:18][C:24]1[CH:23]=[CH:22][C:27]([N+:28]([O-:30])=[O:29])=[CH:26][CH:25]=1)=[O:17])=[O:4]. Procedure details: In 1.5 liters of acetonitrile were dispersed 200 g of 5-trifluoroacetamido-1-hydroxynaphthoic acid and 100 g of p-nitrophenol, and the mixture was stirred under heating. To the dispersion was added 15 ml of dimethylformamide, and 110 ml of thionyl chloride was added thereto dropwise. After the dropwise addition, the mixture was heated while stirring for 1 hour, followed by cooling. The precipitate thus formed was collected by filtration, washed with acetonitrile, and dried to obtain 230 g of p-n... Starting materials: ClC1=NC(=C2N=CN(C2=N1)C1COCC1)Cl (2,6-dichloro-9-(tetrahydro-3-furanyl)-9H-purine), FC(OC1=CC=C(C=C1)N)(F)F (4-(trifluoromethoxy)-benzenamine). Run in C(CCC)O (butanol). The product is ClC1=NC(=C2N=CN(C2=N1)C1COCC1)NC1=CC=C(C=C1)OC(F)(F)F (2-chloro-9-(tetrahydro-3-furanyl)-N-[4-(trifluoromethoxy)-phenyl]-9H-purin-6-amine). Yield: 23.4%. Reaction SMILES: [Cl:1][C:2]1[N:10]=[C:9]2[C:5]([N:6]=[CH:7][N:8]2[CH:11]2[CH2:15][CH2:14][O:13][CH2:12]2)=[C:4](Cl)[N:3]=1.[F:17][C:18]([F:28])([F:27])[O:19][C:20]1[CH:25]=[CH:24][C:23]([NH2:26])=[CH:22][CH:21]=1>C(O)CCC>[Cl:1][C:2]1[N:10]=[C:9]2[C:5]([N:6]=[CH:7][N:8]2[CH:11]2[CH2:15][CH2:14][O:13][CH2:12]2)=[C:4]([NH:26][C:23]2[CH:24]=[CH:25][C:20]([O:19][C:18]([F:17])([F:27])[F:28])=[CH:21][CH:22]=2)[N:3]=1. Procedure: The operation is carried out as in Stage 2 of Example 2 starting from 200 mg (0.77 mmoles) of the product obtained in Stage 1 of Example 2 and 3 ml of butanol and using 0.130 ml of 4-(trifluoromethoxy)-benzenamine (0.96 mmoles) in place of the benzylamine. In this way 72 mg of expected product is obtained in the form of white crystals. The reactants are [BH4-], CC(=O)c1ccccc1Br, CO, [Na+]. The product is CC(O)c1ccccc1Br. Reaction SMILES: [BH4-:11].[Br:1][c:2]1[c:3]([C:8]([CH3:9])=[O:10])[cH:4][cH:5][cH:6][cH:7]1.[CH3:13][OH:14].[Na+:12]>>[Br:1][c:2]1[c:3]([CH:8]([CH3:9])[OH:10])[cH:4][cH:5][cH:6][cH:7]1. Reactants: C1CCOC1, [Li+], COC(=O)C(Cc1cc(C)c(Cl)c(C)c1)OC(=O)N1CCC(N2CCc3ccccc3NC2=O)CC1, [OH-], O. Yields the product Cc1cc(CC(OC(=O)N2CCC(N3CCc4ccccc4NC3=O)CC2)C(=O)O)cc(C)c1Cl. RXN SMILES: [CH2:40]1[O:41][CH2:42][CH2:43][CH2:44]1.[Li+:2].[O:3]=[C:4]1[NH:5][c:6]2[c:7]([cH:35][cH:36][cH:37][cH:38]2)[CH2:8][CH2:9][N:10]1[CH:11]1[CH2:12][CH2:13][N:14]([C:17](=[O:18])[O:19][CH:20]([CH2:21][c:22]2[cH:23][c:24]([CH3:30])[c:25]([Cl:29])[c:26]([CH3:28])[cH:27]2)[C:31](=[O:32])[O:33][CH3:34])[CH2:15][CH2:16]1.[OH-:1].[OH2:39]>>[O:3]=[C:4]1[NH:5][c:6]2[c:7]([cH:35][cH:36][cH:37][cH:38]2)[CH2:8][CH2:9][N:10]1[CH:11]1[CH2:12][CH2:13][N:14]([C:17](=[O:18])[O:19][CH:20]([CH2:21][c:22]2[cH:23][c:24]([CH3:30])[c:25]([Cl:29])[c:26]([CH3:28])[cH:27]2)[C:31](=[O:32])[OH:33])[CH2:15][CH2:16]1. The reactants are C[Li] (Methyllithium), solution, NC1=C(C=C(C=C1)N1C(=NC(=C1C#N)C)C)C (1-(4-amino-3-methylphenyl)-5-cyano-2,4-dimethylimidazole), CCOCC (ether), CCOCC (ether). The product is C(C)(=O)C1=C(N=C(N1C1=CC(=C(C=C1)N)C)C)C (5-Acetyl-1-(4-amino-3-methylphenyl)-2,4-dimethylimidazole). Reaction SMILES: [CH3:1][Li].[NH2:3][C:4]1[CH:9]=[CH:8][C:7]([N:10]2[C:14](C#N)=[C:13](C)[N:12]=[C:11]2[CH3:18])=[CH:6][C:5]=1[CH3:19].CC[O:22][CH2:23][CH3:24]>>[C:23]([C:24]1[N:10]([C:7]2[CH:8]=[CH:9][C:4]([NH2:3])=[C:5]([CH3:19])[CH:6]=2)[C:11]([CH3:18])=[N:12][C:13]=1[CH3:14])(=[O:22])[CH3:1]. Procedure details: Methyllithium (219 cm3 of a 1.5M solution in ether) was added dropwise to a stirred suspension of 1-(4-amino-3-methylphenyl)-5-cyano-2,4-dimethylimidazole (9.3 g) in ether (100 cm3) at -70° under nitrogen. The mixture was allowed to warm to room temperature over 1 hour and then heated under reflux for 5 hours. The mixture was quenched by the dropwise addition of water (50 cm3), acidified with 2M hydrochloric acid (50 cm3), and warmed on a steam bath for 5 minutes. The mixture was basified with 1... Reactants: BrC1=CC=C(C(=O)OC)C=C1 (methyl 4-bromobenzoate), FC1=CC=C(C=C1)B(O)O (4-fluorophenylboronic acid), C(Cl)Cl (CH2Cl2), C(=O)([O-])[O-].[Na+].[Na+] (Na2CO3). The reagents and catalysts are C1=CC=C(C=C1)P([C-]2C=CC=C2)C3=CC=CC=C3.C1=CC=C(C=C1)P([C-]2C=CC=C2)C3=CC=CC=C3.Cl[Pd]Cl.[Fe+2] (Pd(dppf)Cl2). Solvent: C1(=CC=CC=C1)C (toluene), C(C)(=O)OCC (ethyl acetate). Reaction conditions: time 10 hour. Yields the product FC1=CC=C(C=C1)C1=CC=C(C=C1)C(=O)OC (methyl 4′-fluoro(1,1′-biphenyl)-4-carboxylate). Reaction SMILES: Br[C:2]1[CH:11]=[CH:10][C:5]([C:6]([O:8][CH3:9])=[O:7])=[CH:4][CH:3]=1.[F:12][C:13]1[CH:18]=[CH:17][C:16](B(O)O)=[CH:15][CH:14]=1.C(Cl)Cl.C([O-])([O-])=O.[Na+].[Na+]>C1(C)C=CC=CC=1.C(OCC)(=O)C.C1C=CC(P(C2C=CC=CC=2)[C-]2C=CC=C2)=CC=1.C1C=CC(P(C2C=CC=CC=2)[C-]2C=CC=C2)=CC=1.Cl[Pd]Cl.[Fe+2]>[F:12][C:13]1[CH:18]=[CH:17][C:16]([C:2]2[CH:11]=[CH:10][C:5]([C:6]([O:8][CH3:9])=[O:7])=[CH:4][CH:3]=2)=[CH:15][CH:14]=1 |f:3.4.5,8.9.10.11|. Procedure details: A mixture of methyl 4-bromobenzoate (21.5 g, 100 mmol), 4-fluorophenylboronic acid (14.7 g, 105 mmol), Pd(dppf)Cl2.CH2Cl2(1.48 g, 2.0 mmol), and 2M Na2CO3 (100 mL) in toluene (200 mL) and was heated to reflux, stirred for 10 hours, diluted with ethyl acetate (200 mL), washed with water (100 mL) and brine (50 mL), dried (MgSO4), filtered, and concentrated. The concentrate was recrystallized from ethyl acetate/hexanes to provide the desired product. The mother liquor was concentrated and purified ...